Dataset: the Open Reaction Database (ORD), a public repository of structured organic reaction records. Task: describe an organic reaction: reactants, conditions, products, and yield Reactants: P(=O)([O-])([O-])[O-] (phosphate), P(=O)([O-])([O-])[O-] (orthophosphate), solution A, solution B, solution A, [Ca] (calcium), C(=O)([O-])[O-].[Ca+2] (CaCO3), solution B, [OH-].[Na+] (sodium hydroxide), active solution. Solvent: O (water), O (water). Product: P(=O)([O-])([O-])[O-].[Ca+2].P(=O)([O-])([O-])[O-].[Ca+2].[Ca+2] (Calcium Phosphate). Reaction SMILES: [Ca:1].C([O-])([O-])=O.[Ca+2].[P:7]([O-:11])([O-:10])([O-:9])=[O:8].[OH-].[Na+]>O>[P:7]([O-:11])([O-:10])([O-:9])=[O:8].[Ca+2:1].[P:7]([O-:11])([O-:10])([O-:9])=[O:8].[Ca+2:1].[Ca+2:1] |f:1.2,4.5,7.8.9.10.11|. Procedure: Two stock solutions were prepared as follows: solution A by mixing 600 ml of calcium stock solution (1000 ppm of Ca++ as CaCO3) and 600 ml of distilled water, and solution B by mixing 24 ml of phosphate stock solution (800 ppm as orthophosphate) and 1176 ml of distilled water. Both stock solutions were then adjusted to pH 9 with 1 percent sodium hydroxide. To each of a series of bottles was then added a 50 ml portion of solution A. To all but one of the bottles (the control) was then added 0.2 m... Starting materials: COc1cc(Br)cc(Br)c1, [Li]CCCC, CCOCC, CN(C)C=O, O. Yields the product COc1cc(Br)cc(C=O)c1. As a reaction SMILES: [Br:1][c:2]1[cH:3][c:4]([Br:10])[cH:5][c:6]([O:8][CH3:9])[cH:7]1.[CH3:11][CH2:12][CH2:13][CH2:14][Li:15].[CH3:22][CH2:23][O:24][CH2:25][CH3:26].[O:16]=[CH:17][N:18]([CH3:19])[CH3:20].[OH2:21]>>[c:2]1([CH:17]=[O:16])[cH:3][c:4]([Br:10])[cH:5][c:6]([O:8][CH3:9])[cH:7]1. The reactants are C(C1=CC=CC=C1)Cl (benzyl chloride), OC=1C=C(C(=O)OC)C=CC1I (methyl 3-hydroxy-4-iodobenzoate), C([O-])([O-])=O.[K+].[K+] (potassium carbonate). Run in C(C)C(=O)C (methyl ethyl ketone). Yields the product C(C1=CC=CC=C1)C=1C=C(C(=O)OC)C=CC1I (methyl 3-benzyl-4-iodobenzoate). Yield: 105.5%. As a reaction SMILES: [CH2:1](Cl)[C:2]1[CH:7]=[CH:6][CH:5]=[CH:4][CH:3]=1.O[C:10]1[CH:11]=[C:12]([CH:17]=[CH:18][C:19]=1[I:20])[C:13]([O:15][CH3:16])=[O:14].C(=O)([O-])[O-].[K+].[K+]>C(C(C)=O)C>[CH2:1]([C:10]1[CH:11]=[C:12]([CH:17]=[CH:18][C:19]=1[I:20])[C:13]([O:15][CH3:16])=[O:14])[C:2]1[CH:7]=[CH:6][CH:5]=[CH:4][CH:3]=1 |f:2.3.4|. Reported procedure: 47 ml (411 mmol) of benzyl chloride are added to a solution of 104 g (374 mmol) of methyl 3-hydroxy-4-iodobenzoate and 103 g (748 mmol) of potassium carbonate in 600 ml of methyl ethyl ketone, and the reaction medium is then refluxed for 8 hours. After cooling, the reaction medium is filtered, the precipitate is rinsed with ethyl acetate and the filtrate is evaporated to dryness. The residue is taken up in a mixture of water and ethyl acetate. The organic phase is dried over sodium sulfate, filt... Reactants: BrC=1C=C(C=C(C1)[N+](=O)[O-])O (3-bromo-5-nitrophenol), ice, C([O-])([O-])=O.[Cs+].[Cs+] (cesium carbonate), BrCCF (1-bromo-2-fluoroethane). Solvent: CN(C=O)C (dimethylformamide), C(C)(=O)OCC.[Cl-].[Na+].O (ethyl acetate brine). Conditions: temperature 0 celsius. Yields the product BrC=1C=C(C=C(C1)OCCF)[N+](=O)[O-] (3-bromo-5-fluoroethoxynitrobenzene). RXN SMILES: [Br:1][C:2]1[CH:3]=[C:4]([OH:11])[CH:5]=[C:6]([N+:8]([O-:10])=[O:9])[CH:7]=1.C(=O)([O-])[O-].[Cs+].[Cs+].Br[CH2:19][CH2:20][F:21]>CN(C)C=O.C(OCC)(=O)C.[Cl-].[Na+].O>[Br:1][C:2]1[CH:7]=[C:6]([N+:8]([O-:10])=[O:9])[CH:5]=[C:4]([O:11][CH2:19][CH2:20][F:21])[CH:3]=1 |f:1.2.3,6.7.8.9|. Procedure details: A solution of 3-bromo-5-nitrophenol, as described above in Step C, (1.04 g, 4.77 mmol) in dimethylformamide (30 mL) was cooled to 0° C. and treated with cesium carbonate (7.8 g, 23.8 mmol) giving an opaque red mixture. This mixture was treated with 1-bromo-2-fluoroethane (0.71 mL, 9.54 mmol) and the reaction was stirred overnight as the ice bath warmed to room temperature. The reaction was diluted with ethyl acetate/brine/aqueous saturated NH4Cl, the layers were separated and the aqueous layer w... Reactants: CC1=NNC2=CC=C(C=C12)\C=C(/C#N)\C(C)=O ((2E)-2-[(3-Methyl-1H-indazol-5-yl)methylidene]-3-oxobutanenitrile), NC(=CC#N)C(F)F (3-amino-4,4-difluorobut-2-enenitrile). Run in CC(C)O (2-propanol), C(C)N(CC)CC (triethylamine). The product is FC(C=1NC(=C(C(C1C#N)C=1C=C2C(=NNC2=CC1)C)C#N)C)F (rac-2-(Difluoromethyl)-6-methyl-4-(3-methyl-1H-indazol-5-yl)-1,4-dihydropyridine-3,5-dicarbonitrile). As a reaction SMILES: [CH3:1][C:2]1[C:10]2[C:5](=[CH:6][CH:7]=[C:8](/[CH:11]=[C:12](/[C:15](=O)[CH3:16])\[C:13]#[N:14])[CH:9]=2)[NH:4][N:3]=1.[NH2:18][C:19]([CH:23]([F:25])[F:24])=[CH:20][C:21]#[N:22]>CC(O)C.C(N(CC)CC)C>[F:24][CH:23]([F:25])[C:19]1[NH:18][C:15]([CH3:16])=[C:12]([C:13]#[N:14])[CH:11]([C:8]2[CH:9]=[C:10]3[C:5](=[CH:6][CH:7]=2)[NH:4][N:3]=[C:2]3[CH3:1])[C:20]=1[C:21]#[N:22]. Procedure details: A suspension of 3.42 g (15.2 mmol) (2E)-2-[(3-methyl-1H-indazol-5-yl)methylidene]-3-oxobutanenitrile (Example 2A) and 7.27 g (60.7 mmol) 3-amino-4,4-difluorobut-2-enenitrile [obtainable by Thorpe reaction of acetonitrile with 2,2-difluoroacetonitrile, cf. Org. React. 15, 1 (1967), ibid. 31, 1 (1984)] in 2-propanol (20 ml) and triethylamine (0.21 ml) was stirred at reflux temperature overnight. After cooling, the precipitate was collected by filtration and washed twice with cold 2-propanol. The c... Reactants: C1(=CC=CC=C1)OC1=C(C=CC=C1)CCC(=O)OC1=CC=CC=C1 (phenyl 3-(2-phenyloxyphenyl)propionate), [OH-].[Na+] (NaOH), Cl (HCl). Solvent: CO (MeOH). Reaction conditions: time 8 hour. The product is C1(=CC=CC=C1)OC1=C(C=CC=C1)CCC(=O)O (3-(2-phenyloxyphenyl)propionic acid). RXN SMILES: [C:1]1([O:7][C:8]2[CH:13]=[CH:12][CH:11]=[CH:10][C:9]=2[CH2:14][CH2:15][C:16]([O:18]C2C=CC=CC=2)=[O:17])[CH:6]=[CH:5][CH:4]=[CH:3][CH:2]=1.[OH-].[Na+].Cl>CO>[C:1]1([O:7][C:8]2[CH:13]=[CH:12][CH:11]=[CH:10][C:9]=2[CH2:14][CH2:15][C:16]([OH:18])=[O:17])[CH:6]=[CH:5][CH:4]=[CH:3][CH:2]=1 |f:1.2|. Procedure: A mixture of phenyl 3-(2-phenyloxyphenyl)propionate (0.45 g, 1.30 mmol), 2N NaOH (20 ml) and MeOH (10 ml) was stirred at room temperature overnight, which was then neutralized to pH˜2 with concentrated HCl and extracted with EtOAc (100 ml). The organic phase was washed with brine and dried over sodium sulfate and concentrated in vacuo to yield 3-(2-phenyloxyphenyl)propionic acid as an oil. This was used for next step without further purification.